This data is from the Open Reaction Database (ORD), a public repository of structured organic reaction records. The task is: describe an organic reaction: reactants, conditions, products, and yield Reactants: CC1=C(C=CC=C1C(CC)(C)C)NC=O (N-(2-methyl-3-(1,1-dimethylpropyl)phenyl)form-amide), [OH-].[K+] (potassium hydroxide), CO (methanol). Solvent: O (water). Yields the product CC(CC)(C)C=1C(=C(C=CC1)N)C (3-(1,1-dimethypropyl)-2-methyl-phenylamine). Reaction SMILES: [CH3:1][C:2]1[C:7]([C:8]([CH3:12])([CH3:11])[CH2:9][CH3:10])=[CH:6][CH:5]=[CH:4][C:3]=1[NH:13]C=O.[OH-].[K+].CO>O>[CH3:12][C:8]([C:7]1[C:2]([CH3:1])=[C:3]([NH2:13])[CH:4]=[CH:5][CH:6]=1)([CH3:11])[CH2:9][CH3:10] |f:1.2|. Reported procedure: 2,21 g (10.77 mmol) N-(2-methyl-3-(1,1-dimethylpropyl)phenyl)form-amide, 1,42 g (21.54 mmol) 85% potassium hydroxide and 9 ml methanol are heated under stirring at reflux temperature for 15 hours. After cooling 100 ml of water is added and the reaction mixture is extracted with ethylacetate. After drying of the organic phase over sodium sulfate and evaporation of the solvent in a water jet vacuum, the product is purified by destillation (bp. ca. 70° C., 13,33 Pa). This gives 1.7 g of 2-Methyl-3-... The reactants are Fc1ccc(C=Cc2nc(CCl)co2)c(F)c1, [H-], [Na+], Oc1ccc(CCCCn2ccnn2)cc1. The product is Fc1ccc(C=Cc2nc(COc3ccc(CCCCn4ccnn4)cc3)co2)c(F)c1. Reaction SMILES: [Cl:19][CH2:20][c:21]1[n:22][c:23]([CH:26]=[CH:27][c:28]2[c:29]([F:35])[cH:30][c:31]([F:34])[cH:32][cH:33]2)[o:24][cH:25]1.[H-:17].[Na+:18].[n:1]1([CH2:6][CH2:7][CH2:8][CH2:9][c:10]2[cH:11][cH:12][c:13]([OH:16])[cH:14][cH:15]2)[n:2][n:3][cH:4][cH:5]1>>[n:1]1([CH2:6][CH2:7][CH2:8][CH2:9][c:10]2[cH:11][cH:12][c:13]([O:16][CH2:20][c:21]3[n:22][c:23]([CH:26]=[CH:27][c:28]4[c:29]([F:35])[cH:30][c:31]([F:34])[cH:32][cH:33]4)[o:24][cH:25]3)[cH:14][cH:15]2)[n:2][n:3][cH:4][cH:5]1. The reactants are COC(=O)c1ccc(OC(=O)N2CC(CC(C)(C)C)C3(C(=O)Nc4cc(Cl)ccc43)C2c2cccc(Cl)c2F)cc1, CO, [Li+], C1CCOC1, [OH-], O. The product is CC(C)(C)CC1CN(C(=O)Oc2ccc(C(=O)O)cc2)C(c2cccc(Cl)c2F)C12C(=O)Nc1cc(Cl)ccc12. As a reaction SMILES: [CH3:1][O:2][C:3](=[O:4])[c:5]1[cH:6][cH:7][c:8]([O:11][C:12](=[O:13])[N:14]2[CH:15]([c:34]3[c:35]([F:41])[c:36]([Cl:40])[cH:37][cH:38][cH:39]3)[C:16]3([C:17](=[O:26])[NH:18][c:19]4[cH:20][c:21]([Cl:25])[cH:22][cH:23][c:24]43)[CH:27]([CH2:29][C:30]([CH3:31])([CH3:32])[CH3:33])[CH2:28]2)[cH:9][cH:10]1.[CH3:44][OH:45].[Li+:43].[O:46]1[CH2:47][CH2:48][CH2:49][CH2:50]1.[OH-:42].[OH2:51]>>[O:2]=[C:3]([OH:4])[c:5]1[cH:6][cH:7][c:8]([O:11][C:12](=[O:13])[N:14]2[CH:15]([c:34]3[c:35]([F:41])[c:36]([Cl:40])[cH:37][cH:38][cH:39]3)[C:16]3([C:17](=[O:26])[NH:18][c:19]4[cH:20][c:21]([Cl:25])[cH:22][cH:23][c:24]43)[CH:27]([CH2:29][C:30]([CH3:31])([CH3:32])[CH3:33])[CH2:28]2)[cH:9][cH:10]1. Reactants: C(CCC)[Li] (Butyl lithium), three, O (water), C1=C(C=CC=2OC3=C(C21)C=CC=C3)C=O (Dibenzofuran-2-carboxaldehyde). The reagents and catalysts are [Br-].C[P+](C1=CC=CC=C1)(C1=CC=CC=C1)C1=CC=CC=C1 (Methyl triphenylphosphonium bromide). The solvent is CCCCCC (Hexane), C1CCOC1 (THF), C1CCOC1 (THF). Conditions: temperature 0 celsius, time 45 minute. Yields the product C(=C)C1=CC2=C(OC3=C2C=CC=C3)C=C1 (2-Vinyl-dibenzofuran). Yield: 95.0%. RXN SMILES: [CH2:1]([Li])[CH2:2][CH2:3][CH3:4].[CH:6]1[C:14]2[C:13]3[CH:15]=CC=[CH:18][C:12]=3[O:11][C:10]=2[CH:9]=[CH:8][C:7]=1C=O.O>[Br-].C[P+](C1C=CC=CC=1)(C1C=CC=CC=1)C1C=CC=CC=1.CCCCCC.C1COCC1>[CH:3]([C:2]1[CH:1]=[CH:18][C:12]2[O:11][C:10]3[CH:9]=[CH:8][CH:7]=[CH:6][C:14]=3[C:13]=2[CH:15]=1)=[CH2:4] |f:3.4|. Procedure details: 22.7 g (63.7 mmol) of Methyl triphenylphosphonium bromide and 200 ml of dry THF are placed in a dried 500 ml three necked round bottomed flask, equipped with a magnetic stirrer and the reaction mixture is cooled to 0° C. internal temperature with a NaCl/ice bath. 41.8 ml (66.9 mmol) of 1.6 M Butyl lithium solution in Hexane are added within 30 minutes while keeping the internal temperature below 3° C. The reaction mixture is stirred at the same temperature for 45 minutes, then 47.2 mmol of Diben... Starting materials: BrC1=C(C=CC=C1)C1CC(C=2C(=CC=NC2C1)C)=O (7-(2-bromophenyl)-4-methyl-5,6,7,8-tetrahydroquinolin-5-one), C(=N)(N)NN.Cl (aminoguanidine hydrochloride), Cl (hydrochloric acid), O (water). The solvent is C(C)O (ethanol). The product is Cl.BrC1=C(C=CC=C1)C1CC(C=2C(=CC=NC2C1)C)=NNC(=N)N (7-(2-bromophenyl)-5-guanidinoimino-4-methyl-5,6,7,8-tetrahydroquinoline hydrochloride). The yield is 74.2%. Reaction SMILES: [Br:1][C:2]1[CH:7]=[CH:6][CH:5]=[CH:4][C:3]=1[CH:8]1[CH2:17][C:16]2[N:15]=[CH:14][CH:13]=[C:12]([CH3:18])[C:11]=2[C:10](=O)[CH2:9]1.[C:20]([NH:23][NH2:24])([NH2:22])=[NH:21].[ClH:25].Cl.O>C(O)C>[ClH:25].[Br:1][C:2]1[CH:7]=[CH:6][CH:5]=[CH:4][C:3]=1[CH:8]1[CH2:17][C:16]2[N:15]=[CH:14][CH:13]=[C:12]([CH3:18])[C:11]=2[C:10](=[N:24][NH:23][C:20]([NH2:22])=[NH:21])[CH2:9]1 |f:1.2,6.7|. Procedure: A mixture of 7-(2-bromophenyl)-4-methyl-5,6,7,8-tetrahydroquinolin-5-one (0.49 g), aminoguanidine hydrochloride (0.19 g), concentrated hydrochloric acid (0.39 ml), water (0.39 ml) and ethanol (50 ml) was refluxed for 6.5 hours. Under reduced pressure, the solvent was evaporated, and the residue was dissolved in water. The solution was washed with ethyl acetate. Under reduced pressure, the solvent was evaporated, and the residue was recrystallized from ethanol-water to give 7-(2-bromophenyl)-5-gu... Reactants: COC(=O)C(C)(C)CCCBr, CN(C)C=O, [H-], [Na+], O=Cc1ccc(O)cc1. Yields the product COC(=O)C(C)(C)CCCOc1ccc(C=O)cc1. As a reaction SMILES: [Br:12][CH2:13][CH2:14][CH2:15][C:16]([C:17](=[O:18])[O:19][CH3:20])([CH3:21])[CH3:22].[CH3:23][N:24]([CH3:25])[CH:26]=[O:27].[H-:10].[Na+:11].[OH:1][c:2]1[cH:3][cH:4][c:5]([CH:6]=[O:7])[cH:8][cH:9]1>>[O:1]([c:2]1[cH:3][cH:4][c:5]([CH:6]=[O:7])[cH:8][cH:9]1)[CH2:13][CH2:14][CH2:15][C:16]([C:17](=[O:18])[O:19][CH3:20])([CH3:21])[CH3:22]. Yields the product O=C(c1ccc(-c2cc(Cl)c(CC3CCN(C4CCOCC4)C3=O)c(Cl)c2)cc1)N1CCC(C(F)(F)F)CC1. Reactants: CN1CCOCC1, O=C(O)c1ccc(-c2cc(Cl)c(CC3CCN(C4CCOCC4)C3=O)c(Cl)c2)cc1, ClCCl, Cl, FC(F)(F)C1CCNCC1, On1nnc2ccccc21. As a reaction SMILES: [CH3:52][N:53]1[CH2:54][CH2:55][O:56][CH2:57][CH2:58]1.[Cl:1][c:2]1[cH:3][c:4](-[c:22]2[cH:23][cH:24][c:25]([C:28](=[O:29])[OH:30])[cH:26][cH:27]2)[cH:5][c:6]([Cl:21])[c:7]1[CH2:8][CH:9]1[C:10](=[O:20])[N:11]([CH:14]2[CH2:15][CH2:16][O:17][CH2:18][CH2:19]2)[CH2:12][CH2:13]1.[Cl:59][CH2:60][Cl:61].[ClH:31].[F:32][C:33]([CH:34]1[CH2:35][CH2:36][NH:37][CH2:38][CH2:39]1)([F:40])[F:41].[OH:42][n:43]1[c:44]2[cH:45][cH:46][cH:47][cH:48][c:49]2[n:50][n:51]1>>[Cl:1][c:2]1[cH:3][c:4](-[c:22]2[cH:23][cH:24][c:25]([C:28](=[O:30])[N:37]3[CH2:36][CH2:35][CH:34]([C:33]([F:32])([F:40])[F:41])[CH2:39][CH2:38]3)[cH:26][cH:27]2)[cH:5][c:6]([Cl:21])[c:7]1[CH2:8][CH:9]1[C:10](=[O:20])[N:11]([CH:14]2[CH2:15][CH2:16][O:17][CH2:18][CH2:19]2)[CH2:12][CH2:13]1.